This data is from the Open Reaction Database (ORD), a public repository of structured organic reaction records. The task is: describe an organic reaction: reactants, conditions, products, and yield Procedure details: A solution of (2S)-(+)-2,5-dihydro-3,6-dimethoxy-2-isopropylpyrazine (7.2 g, 39.4 mmol) in tetrahydrofuran (50 mL) was cooled to −78° C. A solution of n-butyllithium in hexanes (2.5 M, 18.9 mL, 47.2 mmol) was added dropwise, and stirring was continued for 15 minutes. 2-Trifluoromethoxybenzyl bromide (10.0 g, 39.4 mmol) was added, and the resulting mixture was maintained at −78° C. for 30 minutes, then allowed to slowly warm to room temperature. The reaction was then diluted with saturated aqueou... Run at temperature -78 celsius, time 15 minute. Reaction SMILES: [CH3:1][O:2][C:3]1[C@H:4]([CH:11]([CH3:13])[CH3:12])[N:5]=[C:6]([O:9][CH3:10])[CH2:7][N:8]=1.C([Li])CCC.[F:19][C:20]([F:31])([F:30])[O:21][C:22]1[CH:29]=[CH:28][CH:27]=[CH:26][C:23]=1[CH2:24]Br>O1CCCC1.[NH4+].[Cl-]>[CH:11]([C@H:4]1[C:3]([O:2][CH3:1])=[N:8][C@H:7]([CH2:24][C:23]2[CH:26]=[CH:27][CH:28]=[CH:29][C:22]=2[O:21][C:20]([F:19])([F:30])[F:31])[C:6]([O:9][CH3:10])=[N:5]1)([CH3:13])[CH3:12] |f:4.5|. The solvent is O1CCCC1 (tetrahydrofuran), [NH4+].[Cl-] (NH4Cl). Reactants: FC(OC1=C(CBr)C=CC=C1)(F)F (2-Trifluoromethoxybenzyl bromide), C(CCC)[Li] (n-butyllithium), hexanes, COC=1[C@@H](N=C(CN1)OC)C(C)C ((2S)-(+)-2,5-dihydro-3,6-dimethoxy-2-isopropylpyrazine). Product: C(C)(C)[C@@H]1N=C([C@H](N=C1OC)CC1=C(C=CC=C1)OC(F)(F)F)OC ((2S,5R)-2-isopropyl-3,6-dimethoxy-5-(2-trifluoromethoxy-benzyl)-2,5-dihydro-pyrazine). The reactants are COC1=C(CN(S(=O)(=O)C2=C(C=C(C(=C2)F)O[C@@H]2[C@H](CCCCC2)C2=CC=NN2C)F)C2=NC=NC=C2)C=CC(=C1)OC (N-(2,4-dimethoxybenzyl)-2,5-difluoro-4-{[(1S*,2R*)-2-(1-methyl-1H-pyrazol-5-yl)cycloheptyl]oxy}-N-(pyrimidin-4-yl)benzenesulfonamide), C(C)[SiH](CC)CC (triethylsilane), FC(C(=O)O)(F)F (trifluoroacetic acid). Solvent: ClCCl (dichloromethane). The product is FC1=C(C=C(C(=C1)O[C@@H]1[C@H](CCCCC1)C1=CC=NN1C)F)S(=O)(=O)NC1=NC=NC=C1 (2,5-Difluoro-4-{[(1S*,2R*)-2-(1-methyl-1H-pyrazol-5-yl)cycloheptyl]oxy}-N-(pyrimidin-4-yl)benzenesulfonamide). Isolated yield 84.7%. Reaction SMILES: COC1C=C(OC)C=CC=1C[N:6]([C:32]1[CH:37]=[CH:36][N:35]=[CH:34][N:33]=1)[S:7]([C:10]1[CH:15]=[C:14]([F:16])[C:13]([O:17][C@H:18]2[CH2:24][CH2:23][CH2:22][CH2:21][CH2:20][C@@H:19]2[C:25]2[N:29]([CH3:30])[N:28]=[CH:27][CH:26]=2)=[CH:12][C:11]=1[F:31])(=[O:9])=[O:8].C([SiH](CC)CC)C.FC(F)(F)C(O)=O>ClCCl>[F:31][C:11]1[CH:12]=[C:13]([O:17][C@H:18]2[CH2:24][CH2:23][CH2:22][CH2:21][CH2:20][C@@H:19]2[C:25]2[N:29]([CH3:30])[N:28]=[CH:27][CH:26]=2)[C:14]([F:16])=[CH:15][C:10]=1[S:7]([NH:6][C:32]1[CH:37]=[CH:36][N:35]=[CH:34][N:33]=1)(=[O:8])=[O:9]. Reported procedure: The reaction and aftertreatment were conducted in the same manner as in Example 1b by using the N-(2,4-dimethoxybenzyl)-2,5-difluoro-4-{[(1S*,2R*)-2-(1-methyl-1H-pyrazol-5-yl)cycloheptyl]oxy}-N-(pyrimidin-4-yl)benzenesulfonamide (50 mg, 0.0815 mmol) prepared in Example 42a, triethylsilane (0.10 mL), trifluoroacetic acid (1.0 mL) and dichloromethane (1.0 mL), to yield the title compound (32 mg, 85%) as a colorless solid. The reactants are CN1CCC(O)C(c2ccccc2)C1, Fc1ccc(F)cc1, [H-], [Na+], CN(C)C=O. The product is CN1CCC(Oc2ccc(F)cc2)C(c2ccccc2)C1. RXN SMILES: [CH3:3][N:4]1[CH2:5][CH:6]([c:11]2[cH:12][cH:13][cH:14][cH:15][cH:16]2)[CH:7]([OH:10])[CH2:8][CH2:9]1.[F:17][c:18]1[cH:19][cH:20][c:21]([F:24])[cH:22][cH:23]1.[H-:1].[Na+:2].[O:25]=[CH:26][N:27]([CH3:28])[CH3:29]>>[CH3:3][N:4]1[CH2:5][CH:6]([c:11]2[cH:12][cH:13][cH:14][cH:15][cH:16]2)[CH:7]([O:10][c:21]2[cH:20][cH:19][c:18]([F:17])[cH:23][cH:22]2)[CH2:8][CH2:9]1. Reactants: C(C)(=O)O (Acetic acid), CI (Methyl iodide), CC1=CC=C(C=N1)CC=1C(NC(NC1)=S)=O (5-(6-methyl-3-pyridylmethyl)-2-thiouracil), [OH-].[Na+] (sodium hydroxide). The solvent is O (water). Conditions: time 8 hour. Yields the product CC1=CC=C(C=N1)CC=1C(NC(=NC1)SC)=O (5-(6-methyl-3-pyridylmethyl)-2-methylthio-4-pyrimidone). As a reaction SMILES: CI.[CH3:3][C:4]1[N:9]=[CH:8][C:7]([CH2:10][C:11]2[C:12](=[O:18])[NH:13][C:14](=[S:17])[NH:15][CH:16]=2)=[CH:6][CH:5]=1.[OH-].[Na+].[C:21](O)(=O)C>O>[CH3:3][C:4]1[N:9]=[CH:8][C:7]([CH2:10][C:11]2[C:12](=[O:18])[NH:13][C:14]([S:17][CH3:21])=[N:15][CH:16]=2)=[CH:6][CH:5]=1 |f:2.3|. Procedure details: Methyl iodide (13.79 g) was added to a stirred solution of 5-(6-methyl-3-pyridylmethyl)-2-thiouracil (22.66 g) and sodium hydroxide (8.0 g) in water (250 ml), and the mixture was heated at 70° for 1 hour and stirred at room temperature overnight. Acetic acid was added until pH 5 and the volume of the mixture was evaporated to a volume of 50 ml. The solid was filtered off and was recrystallised from ethanol-acetic acid to give 5-(6-methyl-3-pyridylmethyl)-2-methylthio-4-pyrimidone (10.16 g) m.p. ... Reactants: C=C[Sn](CCCC)(CCCC)CCCC, COC(=O)c1cnc(Cl)nc1, Cc1ccccc1, [Pd], c1ccc(P(c2ccccc2)c2ccccc2)cc1, c1ccc(P(c2ccccc2)c2ccccc2)cc1, c1ccc(P(c2ccccc2)c2ccccc2)cc1, c1ccc(P(c2ccccc2)c2ccccc2)cc1, c1ccc(P(c2ccccc2)c2ccccc2)cc1. Product: C=Cc1ncc(C(=O)OC)cn1. RXN SMILES: [CH2:12]([CH2:13][CH2:25][CH3:26])[Sn:14]([CH2:15][CH2:16][CH2:17][CH3:18])([CH2:19][CH2:20][CH2:21][CH3:22])[CH:23]=[CH2:24].[CH3:1][O:2][C:3](=[O:4])[c:5]1[cH:6][n:7][c:8]([Cl:11])[n:9][cH:10]1.[CH3:46][c:47]1[cH:48][cH:49][cH:50][cH:51][cH:52]1.[Pd:53].[c:111]1([P:112]([c:113]2[cH:114][cH:115][cH:116][cH:117][cH:118]2)[c:119]2[cH:120][cH:121][cH:122][cH:123][cH:124]2)[cH:125][cH:126][cH:127][cH:128][cH:129]1.[c:27]1([P:28]([c:29]2[cH:30][cH:31][cH:32][cH:33][cH:34]2)[c:35]2[cH:36][cH:37][cH:38][cH:39][cH:40]2)[cH:41][cH:42][cH:43][cH:44][cH:45]1.[c:54]1([P:55]([c:56]2[cH:57][cH:58][cH:59][cH:60][cH:61]2)[c:62]2[cH:63][cH:64][cH:65][cH:66][cH:67]2)[cH:68][cH:69][cH:70][cH:71][cH:72]1.[c:73]1([P:74]([c:75]2[cH:76][cH:77][cH:78][cH:79][cH:80]2)[c:81]2[cH:82][cH:83][cH:84][cH:85][cH:86]2)[cH:87][cH:88][cH:89][cH:90][cH:91]1.[c:92]1([P:93]([c:94]2[cH:95][cH:96][cH:97][cH:98][cH:99]2)[c:100]2[cH:101][cH:102][cH:103][cH:104][cH:105]2)[cH:106][cH:107][cH:108][cH:109][cH:110]1>>[CH3:1][O:2][C:3](=[O:4])[c:5]1[cH:6][n:7][c:8]([CH:12]=[CH2:13])[n:9][cH:10]1. Reactants: CC=1C=C(C=C(C1)C)CC#N (3,5-dimethylphenylethanenitrile), BrC(C(=O)OCC)C(C)C (ethyl 2-bromo-3-methylbutanoate), C([O-])([O-])=O.[K+].[K+] (potassium carbonate). The reagents and catalysts are BrC(C(=O)OCC)C(C)C (ethyl 2-bromo-3-methylbutanoate), [Zn] (Zn). Solvent: O1CCCC1 (tetrahydrofuran), O1CCCC1 (tetrahydrofuran). The product is CC(C(C(=O)OCC)C(CC1=CC(=CC(=C1)C)C)=O)C (ethyl 3-methyl-2-(3,5-dimethylphenylacetyl)butanoate). Yield: 52.0%. As a reaction SMILES: [CH3:1][C:2]1[CH:3]=[C:4]([CH2:9][C:10]#N)[CH:5]=[C:6]([CH3:8])[CH:7]=1.Br[CH:13]([CH:19]([CH3:21])[CH3:20])[C:14]([O:16][CH2:17][CH3:18])=[O:15].C(=O)([O-])[O-:23].[K+].[K+]>O1CCCC1.BrC(C(C)C)C(OCC)=O.[Zn]>[CH3:20][CH:19]([CH3:21])[CH:13]([C:10](=[O:23])[CH2:9][C:4]1[CH:3]=[C:2]([CH3:1])[CH:7]=[C:6]([CH3:8])[CH:5]=1)[C:14]([O:16][CH2:17][CH3:18])=[O:15] |f:2.3.4|. Procedure details: A suspension of Zn powder (31.5 g, 0.48 mol) in tetrahydrofuran (300 ml) was boiled under reflux, and then it was added thereto a few drops of ethyl 2-bromo-3-methylbutanoate to initiate the reaction. After 45 mn under reflux and under magnetic stirring, it was added thereto 3,5-dimethylphenylethanenitrile (13.2 g, 91 mmol), and then, dropwise, the remainder of ethyl 2-bromo-3-methylbutanoate (in total 19.1 g, 91 mmol). The ebullition was maintained for 15 mn, the mixture was then cooled, and th... Reactants: NC1=C(C(=O)NC2=CC=C(C=C2)Cl)C=CC=C1 (2-amino-N-(4-chlorophenyl)benzamide), N1(CCCCC1)C1=NC=C(C=O)C=C1 (6-(piperidin-1-yl)nicotinaldehyde), CuCl2. Solvent: CCO (EtOH). Conditions: time 8 hour. Product: ClC1=CC=C(C=C1)N1C(=NC2=CC=CC=C2C1=O)C=1C=NC(=CC1)N1CCCCC1 (3-(4-chlorophenyl)-2-(6-(piperidin-1-yl)pyridin-3-yl)quinazolin-4(3H)-one). Isolated yield 35.0%. RXN SMILES: [NH2:1][C:2]1[CH:17]=[CH:16][CH:15]=[CH:14][C:3]=1[C:4]([NH:6][C:7]1[CH:12]=[CH:11][C:10]([Cl:13])=[CH:9][CH:8]=1)=[O:5].[N:18]1([C:24]2[CH:31]=[CH:30][C:27]([CH:28]=O)=[CH:26][N:25]=2)[CH2:23][CH2:22][CH2:21][CH2:20][CH2:19]1>CCO>[Cl:13][C:10]1[CH:11]=[CH:12][C:7]([N:6]2[C:4](=[O:5])[C:3]3[C:2](=[CH:17][CH:16]=[CH:15][CH:14]=3)[N:1]=[C:28]2[C:27]2[CH:26]=[N:25][C:24]([N:18]3[CH2:23][CH2:22][CH2:21][CH2:20][CH2:19]3)=[CH:31][CH:30]=2)=[CH:8][CH:9]=1. Reported procedure: 2-amino-N-(4-chlorophenyl)benzamide (0.318 g, 1.3 mmol) and 6-(piperidin-1-yl)nicotinaldehyde (1.3 mmol) were mixed in anhydrous EtOH (40 mL) and anhydrous CuCl2 (0.524 g, 3.9 mmol) was added. The reaction mixture was heated at reflux for 5 hours, cooled to room temperature, and stirred overnight. The reaction mixture was concentrated, diluted with ethyl acetate (150 mL), washed with water (2×100 mL), dried (MgSO4), filtered, and concentrated. Flash chromatograph on silica gel, eluting with 30% ... Reaction conditions: temperature 120 celsius. Solvent: C(C)O (ethanol). The yield is 9.5%. Starting materials: C(C)(C)(C)C1CCC(CC1)OC=1C=C2C=CC(=CC2=CC1)[C@]1(N(C(OC1)=O)C)C ((R)-4-[6-(4-tert-butyl-cyclohexyloxy)-naphthalen-2-yl]-3,4-dimethyl-oxazolidin-2-one), [Li+].[OH-] (LiOH). Procedure: A mixture of (R)-4-[6-(4-tert-butyl-cyclohexyloxy)-naphthalen-2-yl]-3,4-dimethyl-oxazolidin-2-one (80 mg, 0.2 mmol) in 4.2 M of LiOH aqueous (1.5 mL, 6 mmol) and ethanol (1.5 mL) was heated at 120° C. for 5 hrs. The solvent was concentrated and the residue was washed with water to give white precipitate. The crude was purified with silica gel column eluted with 2 M NH3 in MeOH and DCM from 0 to 8% to give 7 mg of product, 10%. ESI-MS (M−30)+: 339.30, room temperature 1.57 min. 1H NMR (400 MHz, C... Reaction SMILES: [C:1]([CH:5]1[CH2:10][CH2:9][CH:8]([O:11][C:12]2[CH:13]=[C:14]3[C:19](=[CH:20][CH:21]=2)[CH:18]=[C:17]([C@:22]2([CH3:29])[CH2:26][O:25][C:24](=O)[N:23]2C)[CH:16]=[CH:15]3)[CH2:7][CH2:6]1)([CH3:4])([CH3:3])[CH3:2].[Li+].[OH-]>C(O)C>[C:1]([CH:5]1[CH2:10][CH2:9][CH:8]([O:11][C:12]2[CH:13]=[C:14]3[C:19](=[CH:20][CH:21]=2)[CH:18]=[C:17]([C@:22]([NH:23][CH3:24])([CH3:29])[CH2:26][OH:25])[CH:16]=[CH:15]3)[CH2:7][CH2:6]1)([CH3:4])([CH3:2])[CH3:3] |f:1.2|. Product: C(C)(C)(C)C1CCC(CC1)OC=1C=C2C=CC(=CC2=CC1)[C@@](CO)(C)NC ((R)-2-[6-(4-tert-butyl-cyclohexyloxy)-naphthalen-2-yl]-2-methylamino-propan-1-ol).